Dataset: the Open Reaction Database (ORD), a public repository of structured organic reaction records. Task: describe an organic reaction: reactants, conditions, products, and yield Reactants: CC1=C(C=CC(=C1)C1=NOC(=N1)C)C1=CC=C(C=C1)C(=O)O (2'-methyl-4'-(5-methyl-1,2,4-oxadiazol-3-yl) biphenyl-4-carboxylic acid), CN(C(COC=1C=C(N)C=CC1OC)C)C (3-(2-dimethylaminopropoxy)-4-methoxyaniline), Example 1. Yields the product CN(C(COC=1C=C(C=CC1OC)NC(=O)C1=CC=C(C=C1)C1=C(C=C(C=C1)C1=NOC(=N1)C)C)C)C (N-[3-(2-Dimethylaminopropoxy)-4-methoxyphenyl]-2'-methyl-4'-(5-methyl-1,2,4-oxadiazol-3-yl)biphenyl-4-carboxamide). Reaction SMILES: [CH3:1][C:2]1[CH:7]=[C:6]([C:8]2[N:12]=[C:11]([CH3:13])[O:10][N:9]=2)[CH:5]=[CH:4][C:3]=1[C:14]1[CH:19]=[CH:18][C:17]([C:20](O)=[O:21])=[CH:16][CH:15]=1.[CH3:23][N:24]([CH3:38])[CH:25]([CH3:37])[CH2:26][O:27][C:28]1[CH:29]=[C:30]([CH:32]=[CH:33][C:34]=1[O:35][CH3:36])[NH2:31]>>[CH3:23][N:24]([CH3:38])[CH:25]([CH3:37])[CH2:26][O:27][C:28]1[CH:29]=[C:30]([NH:31][C:20]([C:17]2[CH:16]=[CH:15][C:14]([C:3]3[CH:4]=[CH:5][C:6]([C:8]4[N:12]=[C:11]([CH3:13])[O:10][N:9]=4)=[CH:7][C:2]=3[CH3:1])=[CH:19][CH:18]=2)=[O:21])[CH:32]=[CH:33][C:34]=1[O:35][CH3:36]. Procedure details: The title compound was prepared from 2'-methyl-4'-(5-methyl-1,2,4-oxadiazol-3-yl)biphenyl-4-carboxylic acid (EP 0533268 A1) and 3-(2-dimethylaminopropoxy)-4-methoxyaniline (D7) using a similar procedure to Example 1 (34%) mp 105°-110° C. Reactants: C(C)(C)(C)OC(=O)N1[C@@H]2C[C@@H]2C[C@H]1C(NC1=NC(=CC=C1)Br)=O ((1R,3S,5R)-3-(6-bromo-pyridin-2-ylcarbamoyl)-2-aza-bicyclo[3.1.0]hexane-2-carboxylic acid tert-butyl ester), C(=O)(C(F)(F)F)O (TFA). Run in C(Cl)Cl (CH2Cl2). Reaction conditions: time 8 hour. Yields the product FC(C(=O)O)(F)F.FC(C(=O)O)(F)F.BrC1=CC=CC(=N1)NC(=O)[C@H]1N[C@@H]2C[C@@H]2C1 ((1R,3S,5R)-2-Aza-bicyclo[3.1.0]hexane-3-carboxylic acid (6-bromo-pyridin-2-yl)-amide di(trifluoroacetate) salt). Reaction SMILES: C(OC([N:8]1[C@H:13]([C:14](=[O:23])[NH:15][C:16]2[CH:21]=[CH:20][CH:19]=[C:18]([Br:22])[N:17]=2)[CH2:12][C@@H:11]2[C@H:9]1[CH2:10]2)=O)(C)(C)C.[C:24]([OH:30])([C:26]([F:29])([F:28])[F:27])=[O:25]>C(Cl)Cl>[F:27][C:26]([F:29])([F:28])[C:24]([OH:30])=[O:25].[F:27][C:26]([F:29])([F:28])[C:24]([OH:30])=[O:25].[Br:22][C:18]1[N:17]=[C:16]([NH:15][C:14]([C@@H:13]2[CH2:12][C@@H:11]3[C@@H:9]([CH2:10]3)[NH:8]2)=[O:23])[CH:21]=[CH:20][CH:19]=1 |f:3.4.5|. Reported procedure: To a solution of (1R,3S,5R)-3-(6-bromo-pyridin-2-ylcarbamoyl)-2-aza-bicyclo[3.1.0]hexane-2-carboxylic acid tert-butyl ester (561 mg, 1.47 mmol) in CH2Cl2 (11 mL) was added TFA (1.13 mL, 14.7 mmol) and the solution was stirred at RT overnight. CH2Cl2 was concentrated and the crude residue was dried under high vacuum to give the desired material which was used without further purification in the next step. MS: 282.1/284.1 [M+H]+, 304.0/306.1 [M+Na]+, 563.1/565.2 [2M+H]+; tR (HPLC conditions f): 0.... Reactants: COc1ccc(C(N)CCO)cc1OC, O=C1OC(=O)c2ccccc21. The product is COc1ccc(C(CCO)N2C(=O)c3ccccc3C2=O)cc1OC. As a reaction SMILES: [NH2:1][CH:2]([CH2:3][CH2:4][OH:5])[c:6]1[cH:7][c:8]([O:14][CH3:15])[c:9]([O:12][CH3:13])[cH:10][cH:11]1.[O:16]=[C:17]1[O:18][C:19](=[O:20])[c:21]2[cH:22][cH:23][cH:24][cH:25][c:26]21>>[N:1]1([CH:2]([CH2:3][CH2:4][OH:5])[c:6]2[cH:7][c:8]([O:14][CH3:15])[c:9]([O:12][CH3:13])[cH:10][cH:11]2)[C:17](=[O:16])[c:26]2[c:21]([cH:22][cH:23][cH:24][cH:25]2)[C:19]1=[O:18].